Dataset: the Open Reaction Database (ORD), a public repository of structured organic reaction records. Task: describe an organic reaction: reactants, conditions, products, and yield Starting materials: CON(C)C(=O)C1CC(Cc2nc3cc(C(C)(C)C)ccc3n2COCC[Si](C)(C)C)C1, CC(C)C[Al+]CC(C)C, Cc1ccccc1, [H-], C1CCOC1. RXN SMILES: [C:1]([CH3:2])([CH3:3])([CH3:4])[c:5]1[cH:6][c:7]2[c:8]([n:9]([CH2:23][O:24][CH2:25][CH2:26][Si:27]([CH3:28])([CH3:29])[CH3:30])[c:10]([CH2:12][CH:13]3[CH2:14][CH:15]([C:17](=[O:18])[N:19]([O:20][CH3:21])[CH3:22])[CH2:16]3)[n:11]2)[cH:31][cH:32]1.[CH2:34]([Al+:35][CH2:36][CH:37]([CH3:38])[CH3:39])[CH:40]([CH3:41])[CH3:42].[CH3:48][c:49]1[cH:50][cH:51][cH:52][cH:53][cH:54]1.[H-:33].[O:43]1[CH2:44][CH2:45][CH2:46][CH2:47]1>>[C:1]([CH3:2])([CH3:3])([CH3:4])[c:5]1[cH:6][c:7]2[c:8]([n:9]([CH2:23][O:24][CH2:25][CH2:26][Si:27]([CH3:28])([CH3:29])[CH3:30])[c:10]([CH2:12][CH:13]3[CH2:14][CH:15]([CH:17]=[O:18])[CH2:16]3)[n:11]2)[cH:31][cH:32]1. The product is CC(C)(C)c1ccc2c(c1)nc(CC1CC(C=O)C1)n2COCC[Si](C)(C)C. RXN SMILES: [CH3:27][C:28]([O-:29])=[O:30].[CH3:32][N:33]([CH3:34])[CH:35]=[O:36].[CH3:37][CH2:38][O:39][C:40](=[O:41])[CH3:42].[Cl:1][CH2:2][C:3]([C:4]1([OH:24])[CH2:5][CH2:6][CH:7]2[CH:8]3[CH2:9][CH2:10][C:11]4=[CH:12][C:13](=[O:23])[CH2:14][CH2:15][C:16]4([CH3:17])[CH:18]3[CH2:19][CH2:20][C:21]12[CH3:22])=[O:25].[K+:26].[OH2:31]>>[CH2:2]([C:3]([C:4]1([OH:24])[CH2:5][CH2:6][CH:7]2[CH:8]3[CH2:9][CH2:10][C:11]4=[CH:12][C:13](=[O:23])[CH2:14][CH2:15][C:16]4([CH3:17])[CH:18]3[CH2:19][CH2:20][C:21]12[CH3:22])=[O:25])[O:30][C:28]([CH3:27])=[O:29]. Reactants: CC(=O)[O-], CN(C)C=O, CCOC(C)=O, CC12CCC(=O)C=C1CCC1C2CCC2(C)C1CCC2(O)C(=O)CCl, [K+], O. The product is CC(=O)OCC(=O)C1(O)CCC2C3CCC4=CC(=O)CCC4(C)C3CCC21C. The reactants are OC1=CC=CC2=C1C(=C(O2)C(=O)OCC)C (ethyl 4-hydroxy-3-methylbenzofuran-2-carboxylate), [Cl-].[Al+3].[Cl-].[Cl-] (aluminum chloride), O (water), C(C)(=O)Cl (acetyl chloride). Run in ClC(C)Cl (dichloroethane). Run at time 5 hour. Product: C(C)(=O)C=1C=CC2=C(C(=C(O2)C(=O)OCC)C)C1O (Ethyl 5-acetyl-4-hydroxy-3-methylbenzofuran-2-carboxylate). Isolated yield 49.6%. RXN SMILES: [OH:1][C:2]1[C:7]2[C:8]([CH3:16])=[C:9]([C:11]([O:13][CH2:14][CH3:15])=[O:12])[O:10][C:6]=2[CH:5]=[CH:4][CH:3]=1.[Cl-].[Al+3].[Cl-].[Cl-].[C:21](Cl)(=[O:23])[CH3:22].O>ClC(Cl)C>[C:21]([C:3]1[CH:4]=[CH:5][C:6]2[O:10][C:9]([C:11]([O:13][CH2:14][CH3:15])=[O:12])=[C:8]([CH3:16])[C:7]=2[C:2]=1[OH:1])(=[O:23])[CH3:22] |f:1.2.3.4|. Procedure details: To a solution of ethyl 4-hydroxy-3-methylbenzofuran-2-carboxylate (220 mg, 1 mmol) in dichloroethane (10 ml) was added aluminum chloride (665 mg, 5 mmol). To the resulting brown solution was added acetyl chloride (0.178 ml, 2.5 mmol). The mixture was stirred for 5 hours at room temperature. Ice and water (20 ml) was added. The mixture was extracted with ethyl acetate. The extracts were dried and concentrated to a white solid which was then treated with 1 ml of 10% K2CO3 aqueous solution in 10 ml... Starting materials: C1[C@H]([C@@H]2[C@H](O1)[C@H](CO2)O)O (isosorbide), C(CCC(=O)O)(=O)O (succinic acid), C1(=CC=CC=C1)C (toluene). The solvent is O (water). Reaction conditions: temperature 120 celsius. Yields the product C1[C@H]([C@@H]2[C@H](O1)[C@H](CO2)O)O.C(CCC(=O)O)(=O)O (Isosorbide Succinic Acid). Isolated yield 63.1%. As a reaction SMILES: [CH2:1]1[O:5][C@@H:4]2[C@@H:6]([OH:9])[CH2:7][O:8][C@@H:3]2[C@@H:2]1[OH:10].[C:11]([OH:18])(=[O:17])[CH2:12][CH2:13][C:14]([OH:16])=[O:15].C1(C)C=CC=CC=1>O>[CH2:1]1[O:5][C@@H:4]2[C@@H:6]([OH:9])[CH2:7][O:8][C@@H:3]2[C@@H:2]1[OH:10].[C:11]([OH:18])(=[O:17])[CH2:12][CH2:13][C:14]([OH:16])=[O:15] |f:4.5|. Procedure details: To a 500 ml round bottomed flask equipped with a Dean-Stark trap and a condenser was added isosorbide (27.61 grams, 189 mmoles, available from Archer Daniels, Midland, Ill., USA), succinic acid (10.63 grams, 90 mmoles, available from Sigma Aldrich) and toluene (200 mL). The reaction mixture was heated gradually under inert atmosphere to about 120° C. (external bath temperature). The reaction mixture was heated at reflux overnight during which about 3 mL water was collected in the Dean Stark trap... The reactants are ClC(Cl)Cl, O=C(O)C(F)(F)F, [N-]=[N+]=[N-], [Na+], CC(C)(O)c1ccc2c(c1)B(O)OC2(C)C. Yields the product CC(C)(N=[N+]=[N-])c1ccc2c(c1)B(O)OC2(C)C. RXN SMILES: [CH:28]([Cl:29])([Cl:30])[Cl:31].[F:1][C:2]([F:3])([F:4])[C:5]([OH:6])=[O:7].[N-:25]=[N+:26]=[N-:27].[Na+:24].[OH:8][C:9]([CH3:10])([CH3:11])[c:12]1[cH:13][cH:14][c:15]2[c:16]([cH:23]1)[B:17]([OH:22])[O:18][C:19]2([CH3:20])[CH3:21]>>[C:9]([CH3:10])([CH3:11])([c:12]1[cH:13][cH:14][c:15]2[c:16]([cH:23]1)[B:17]([OH:22])[O:18][C:19]2([CH3:20])[CH3:21])[N:25]=[N+:26]=[N-:27]. The reactants are FC(C=1C=C(C=CC1)C1=CC=C(O1)C=O)(F)F (5-[3-(trifluoromethyl)phenyl]furan-2-carbaldehyde), C(C)(C)[Mg]Cl (Isopropylmagnesium chloride), Grignard reagent, IC1=CC=C(C(=O)OCC)C=C1 (Ethyl 4-iodobenzoate), Grignard reagent, [Cl-].[NH4+] (ammonium chloride). Solvent: O1CCCC1 (tetrahydrofuran), O1CCCC1 (tetrahydrofuran). Run at temperature -40 celsius, time 30 minute. The product is OC(C1=CC=C(C(=O)OCC)C=C1)C=1OC(=CC1)C1=CC(=CC=C1)C(F)(F)F (ethyl 4-(hydroxy{5-[3-(trifluoromethyl)phenyl]furan-2-yl}methyl)benzoate). Yield: 40.0%. RXN SMILES: I[C:2]1[CH:12]=[CH:11][C:5]([C:6]([O:8][CH2:9][CH3:10])=[O:7])=[CH:4][CH:3]=1.C([Mg]Cl)(C)C.[F:18][C:19]([F:34])([F:33])[C:20]1[CH:21]=[C:22]([C:26]2[O:30][C:29]([CH:31]=[O:32])=[CH:28][CH:27]=2)[CH:23]=[CH:24][CH:25]=1.[Cl-].[NH4+]>O1CCCC1>[OH:32][CH:31]([C:29]1[O:30][C:26]([C:22]2[CH:23]=[CH:24][CH:25]=[C:20]([C:19]([F:34])([F:18])[F:33])[CH:21]=2)=[CH:27][CH:28]=1)[C:2]1[CH:12]=[CH:11][C:5]([C:6]([O:8][CH2:9][CH3:10])=[O:7])=[CH:4][CH:3]=1 |f:3.4|. Procedure details: Ethyl 4-iodobenzoate (0.55 g) was dissolved in tetrahydrofuran (5 mL), and the mixture was cooled to −40° C. Isopropylmagnesium chloride (2M tetrahydrofuran solution, 1.0 mL) was added dropwise, and the mixture was stirred at the same temperature for 30 min to prepare Grignard reagent. A solution of the compound (0.40 g) obtained in Example 222a in tetrahydrofuran (5 mL) was cooled to −40° C., and the prepared Grignard reagent solution was added. After stirring at −40° C. for 30 min, saturated a...